This data is from the Open Reaction Database (ORD), a public repository of structured organic reaction records. The task is: describe an organic reaction: reactants, conditions, products, and yield Reactants: CO, CCOC(C)=O, [H][H], O=C1Cc2cc([N+](=O)[O-])ccc2N1. Product: Nc1ccc2c(c1)CC(=O)N2. RXN SMILES: [CH3:14][OH:15].[CH3:18][CH2:19][O:20][C:21]([CH3:22])=[O:23].[H:16][H:17].[N+:1]([O-:2])(=[O:3])[c:4]1[cH:5][c:6]2[c:10]([cH:11][cH:12]1)[NH:9][C:8](=[O:13])[CH2:7]2>>[NH2:1][c:4]1[cH:5][c:6]2[c:10]([cH:11][cH:12]1)[NH:9][C:8](=[O:13])[CH2:7]2.